describe an organic reaction: reactants, conditions, products, and yield From a dataset of the Open Reaction Database (ORD), a public repository of structured organic reaction records. Reactants: ClC(C1=CC=C(C(N1)=O)C(=O)N)(F)F (6-[chloro(difluoro)methyl]-2-oxo-1,2-dihydropyridine-3-carboxamide), S(O)(O)(=O)=O (sulfuric acid), ice water. Yields the product ClC(C1=CC=C(C(N1)=O)C(=O)O)(F)F (6-[Chloro(difluoro)methyl]-2-oxo-1,2-dihydropyridine-3-carboxylic acid). As a reaction SMILES: [Cl:1][C:2]([F:14])([F:13])[C:3]1[NH:8][C:7](=[O:9])[C:6]([C:10](N)=[O:11])=[CH:5][CH:4]=1.S(=O)(=O)(O)[OH:16]>>[Cl:1][C:2]([F:14])([F:13])[C:3]1[NH:8][C:7](=[O:9])[C:6]([C:10]([OH:16])=[O:11])=[CH:5][CH:4]=1. Reported procedure: 11.0 g (49.4 mmol) of 6-[chloro(difluoro)methyl]-2-oxo-1,2-dihydropyridine-3-carboxamide were heated in 77 ml of 50% strength sulfuric acid. The mixture was then added to ice water, and the precipitate was filtered off with suction and dried. This gave 7.2 g (65% of theory) of a yellowish powder. Reactants: N1[C@H](C(=O)O)CCC1 ((2S)-proline), O[C@@H]1C[C@H](NC1)C(=O)O ((2S, 4R)-4-hydroxy-proline). Product: OCCN1[C@H](C(=O)O)C[C@H](C1)O ((2S, 4R)-N-(2-hydroxyethyl)-4-hydroxy-proline). RXN SMILES: N1CCC[C@H:2]1[C:3](O)=[O:4].[OH:9][C@H:10]1[CH2:14][NH:13][C@H:12]([C:15]([OH:17])=[O:16])[CH2:11]1>>[OH:4][CH2:3][CH2:2][N:13]1[CH2:14][C@H:10]([OH:9])[CH2:11][C@H:12]1[C:15]([OH:17])=[O:16]. Reported procedure: The procedure was as in Example 5 but in place of (2S)-proline there were employed 39.3 grams of (2S, 4R)-4-hydroxy-proline (0.3 mole). There were obtained 35.4 grams (67.4% of theory) of colorless crystals of (2S, 4R)-N-(2-hydroxyethyl)-4-hydroxy-proline. Reactants: COC1=C(C(=O)O)C(=CC(=C1)C(F)(F)F)SC (2-Methoxy-6-methylsulfanyl-4-trifluoromethyl-benzoic acid), FC(C1=C(C(=O)O)C=CC=C1)(F)F (2-(trifluoromethyl)benzoic acid), CSSC (dimethyl disulfide). Product: CSC1=C(C(=O)O)C(=CC=C1)C(F)(F)F (2-Methylsulfanyl-6-trifluoromethyl-benzoic acid). RXN SMILES: CO[C:3]1[CH:11]=[C:10]([C:12]([F:15])([F:14])[F:13])[CH:9]=[C:8]([S:16][CH3:17])[C:4]=1C(O)=O.FC(F)(F)C1C=CC=CC=1[C:22]([OH:24])=[O:23].CSSC>>[CH3:17][S:16][C:8]1[CH:4]=[CH:3][CH:11]=[C:10]([C:12]([F:13])([F:14])[F:15])[C:9]=1[C:22]([OH:24])=[O:23]. Procedure: The title compound, white solid, MS: m/e=235.0 [(M−H)−], was prepared in accordance with the general method of intermediate A from 2-(trifluoromethyl)benzoic acid and dimethyl disulfide.